This data is from the Open Reaction Database (ORD), a public repository of structured organic reaction records. The task is: describe an organic reaction: reactants, conditions, products, and yield The reactants are CI, CC(C)(C(=O)CCc1ccc(Cl)cc1Cl)C1OCCO1. Yields the product CC(C)(C1OCCO1)C1(CCc2ccc(Cl)cc2Cl)CO1. RXN SMILES: [CH3:21][I:22].[O:1]1[CH:2]([C:6]([CH3:7])([CH3:8])[C:9](=[O:10])[CH2:11][CH2:12][c:13]2[c:14]([Cl:20])[cH:15][c:16]([Cl:19])[cH:17][cH:18]2)[O:3][CH2:4][CH2:5]1>>[O:1]1[CH:2]([C:6]([CH3:7])([CH3:8])[C:9]2([CH2:11][CH2:12][c:13]3[c:14]([Cl:20])[cH:15][c:16]([Cl:19])[cH:17][cH:18]3)[O:10][CH2:21]2)[O:3][CH2:4][CH2:5]1. Starting materials: [C-]#[C-].[Li+].[Li+] (lithium acetylide), N (NH3), BrCCC(OC)OC (1-bromo-3,3-dimethoxypropane), N (NH3). Run at time 2 hour. The product is COC(CCC#C)OC (1,1-dimethoxy-4-pentyne). As a reaction SMILES: [C-:1]#[C-:2].[Li+].[Li+].N.Br[CH2:7][CH2:8][CH:9]([O:12][CH3:13])[O:10][CH3:11]>>[CH3:11][O:10][CH:9]([O:12][CH3:13])[CH2:8][CH2:7][C:1]#[CH:2] |f:0.1.2|. Procedure: To an equivalent quantity of lithium acetylide in liquid NH3 55 g (0.3 mol) of 1-bromo-3,3-dimethoxypropane were added in 30 minutes. Subsequently, stirring was continued for a further 2 hours, after which the NH3 was allowed to evaporate and the residue was dissolved in a mixture of ice and water. The mixture was extracted with ether and the combined organic layers were dried and concentrated by evaporation. The residue was distilled under reduced pressure and 11.5 g of 1,1-dimethoxy-4-pentyne ... The reactants are C(C)(C)(C)[Li] (tert-butyllithium), BrC1=CC2=C(N(C(N2C)=O)C2=CC=C(C=C2)F)C=C1 (5-bromo-1-(4-fluorophenyl)-3-methyl-1,3-dihydro-benzimidazol-2-one), FC(C(=O)C1=CN(C2=CC=CC=C12)C)(F)F (2,2,2-trifluoro-1-(1-methyl-1H-indol-3-yl)ethanone). Procedure details: To a chilled (−78° C.) solution of 5-bromo-1-(4-fluorophenyl)-3-methyl-1,3-dihydro-benzimidazol-2-one (80 mg, 0.25 mmol) in anhydrous THF (3 mL) was added tert-butyllithium (0.2 mL of 1.7 M solution in heptane, 0.34 mmol). After 1 minute, a chilled (−78° C.) solution of 2,2,2-trifluoro-1-(1-methyl-1H-indol-3-yl)ethanone (57 mg, 0.25 mmol) in anhydrous THF (1 mL) was added. After 10 minutes, the mixture was quenched with ammonium chloride solution and extracted with three 15 mL portions of methyl... Isolated yield 12.8%. Product: FC1=CC=C(C=C1)N1C(N(C2=C1C=CC(=C2)C(C(F)(F)F)(C2=CN(C1=CC=CC=C21)C)O)C)=O (1-(4-Fluorophenyl)-3-methyl-5-[2,2,2-trifluoro-1-hydroxy-1-(1-methyl-1H-indol-3-yl)ethyl]-1,3-dihydro-benzimidazol-2-one). Solvent: C1CCOC1 (THF), C1CCOC1 (THF). Reaction conditions: time 1 minute. RXN SMILES: Br[C:2]1[CH:19]=[CH:18][C:5]2[N:6]([C:11]3[CH:16]=[CH:15][C:14]([F:17])=[CH:13][CH:12]=3)[C:7](=[O:10])[N:8]([CH3:9])[C:4]=2[CH:3]=1.C([Li])(C)(C)C.[F:25][C:26]([F:40])([F:39])[C:27]([C:29]1[C:37]2[C:32](=[CH:33][CH:34]=[CH:35][CH:36]=2)[N:31]([CH3:38])[CH:30]=1)=[O:28]>C1COCC1>[F:17][C:14]1[CH:15]=[CH:16][C:11]([N:6]2[C:5]3[CH:18]=[CH:19][C:2]([C:27]([OH:28])([C:29]4[C:37]5[C:32](=[CH:33][CH:34]=[CH:35][CH:36]=5)[N:31]([CH3:38])[CH:30]=4)[C:26]([F:25])([F:40])[F:39])=[CH:3][C:4]=3[N:8]([CH3:9])[C:7]2=[O:10])=[CH:12][CH:13]=1. Reactants: C20H22N2O2, Cl.C(#N)C1(CCNCC1)C1=CC=CC=C1 (4-cyano-4-phenylpiperidine hydrochloride), COC1=CC=C(OCCBr)C=C1 (2-(4-methoxyphenoxy)ethyl bromide), C(=O)([O-])[O-].[K+].[K+] (K2CO3), solid. The product is Cl.C(#N)C1(CCN(CC1)CCOC1=CC=C(C=C1)O)C1=CC=CC=C1 (4-Cyano-1-(2-(4-hydroxyphenoxy)ethyl)-4-phenylpiperidine hydrochloride). Reaction SMILES: [ClH:1].[C:2]([C:4]1([C:10]2[CH:15]=[CH:14][CH:13]=[CH:12][CH:11]=2)[CH2:9][CH2:8][NH:7][CH2:6][CH2:5]1)#[N:3].C[O:17][C:18]1[CH:27]=[CH:26][C:21]([O:22][CH2:23][CH2:24]Br)=[CH:20][CH:19]=1.C([O-])([O-])=O.[K+].[K+]>>[ClH:1].[C:2]([C:4]1([C:10]2[CH:15]=[CH:14][CH:13]=[CH:12][CH:11]=2)[CH2:5][CH2:6][N:7]([CH2:24][CH2:23][O:22][C:21]2[CH:26]=[CH:27][C:18]([OH:17])=[CH:19][CH:20]=2)[CH2:8][CH2:9]1)#[N:3] |f:0.1,3.4.5,6.7|. Procedure: The title compound was prepared from 4-cyano-4-phenylpiperidine hydrochloride (600 mg, 2.69 mmol), 2-(4-methoxyphenoxy)ethyl bromide (653 mg, 2.82 mmol) and K2CO3 (761 mg, 5.51 mmol) in two steps as a colorless solid (28 mg, 60%), mp 199-200° C.; 1H NMR (CD3OD) 2.48-2.64 (m, 4H), 3.48-3.64 (m, 2H), 3.73 (t, J=4.8 Hz, 2H), 3.95 (d, J=12 Hz, 2H), 4.36 (t, J=4.5 Hz, 2H), 6.74 (d, J=8.7 Hz, 2H), 6.90 (d, J=9.0 Hz, 2H), 7.38-7.64 (m, 5H); HRMS calcd for C20H22N2O2 322.1681, found 322.1678.